From a dataset of the Open Reaction Database (ORD), a public repository of structured organic reaction records. describe an organic reaction: reactants, conditions, products, and yield Reactants: OC(C(=O)O)C(CC1=CC=CC=C1)NC(C1=C(N=CC=C1)N1N=C(C=C1)C1=CC=CC=C1)=O (2-hydroxy-4-phenyl-3-(2-(3-phenyl-1H-pyrazol-1-yl)nicotinamido)butanoic acid), Cl.C(C)ON (O-ethylhydroxylamine hydrochloride). Product: C(C)ONC(C(C(CC1=CC=CC=C1)NC(C1=C(N=CC=C1)N1N=C(C=C1)C1=CC=CC=C1)=O)O)=O (N-(4-(Ethoxyamino)-3-hydroxy-4-oxo-1-phenylbutan-2-yl)-2-(3-phenyl-1H-pyrazol-1-yl)nicotinamide). As a reaction SMILES: [OH:1][CH:2]([CH:6]([NH:14][C:15](=[O:33])[C:16]1[CH:21]=[CH:20][CH:19]=[N:18][C:17]=1[N:22]1[CH:26]=[CH:25][C:24]([C:27]2[CH:32]=[CH:31][CH:30]=[CH:29][CH:28]=2)=[N:23]1)[CH2:7][C:8]1[CH:13]=[CH:12][CH:11]=[CH:10][CH:9]=1)[C:3](O)=[O:4].Cl.[CH2:35]([O:37][NH2:38])[CH3:36]>>[CH2:35]([O:37][NH:38][C:3](=[O:4])[CH:2]([OH:1])[CH:6]([NH:14][C:15](=[O:33])[C:16]1[CH:21]=[CH:20][CH:19]=[N:18][C:17]=1[N:22]1[CH:26]=[CH:25][C:24]([C:27]2[CH:28]=[CH:29][CH:30]=[CH:31][CH:32]=2)=[N:23]1)[CH2:7][C:8]1[CH:9]=[CH:10][CH:11]=[CH:12][CH:13]=1)[CH3:36] |f:1.2|. Procedure details: The reaction was carried out in analogy to reaction step 1.3 by reacting 2-hydroxy-4-phenyl-3-(2-(3-phenyl-1H-pyrazol-1-yl)nicotinamido)butanoic acid with O-ethylhydroxylamine hydrochloride. ESI-MS [M+H]+: 486.2 Starting materials: OC1=NC(=NC(=C1)C)S (4-hydroxy-6-methyl-pyrimidine-2-thiol), [Na] (sodium), CI (methyl iodide). Run in CO (methanol). Run at time 8 hour. The product is OC1=NC(=NC(=C1)C)SC (4-Hydroxy-6-methyl-2-methylthiopyrimidine). The yield is 92.4%. RXN SMILES: [Na].[OH:2][C:3]1[CH:8]=[C:7]([CH3:9])[N:6]=[C:5]([SH:10])[N:4]=1.[CH3:11]I>CO>[OH:2][C:3]1[CH:8]=[C:7]([CH3:9])[N:6]=[C:5]([S:10][CH3:11])[N:4]=1 |^1:0|. Procedure details: To a solution of sodium (1.25 g, 54 mmol, 1.1 equivalents) dissolved in anhydrous methanol (100 mL) was added 4-hydroxy-6-methyl-pyrimidine-2-thiol (7.00 g, 49.2 mmol). The mixture was warmed to ~40° C. and methyl iodide (13.06 mL, 49.2 mmol) was added. The mixture was heated under reflux for 3 hours and then cooled to ambient temperature and allowed to stand overnight. The crystals were filtered, washed with methanol and dried to give 7.10 g (75%) of the title compound. 1H NMR (DMSO-d6, 300 MHz... Reactants: C1(CCCCC1)C(O)C=1C(=NN(C1)C1=NC=C(C=C1)C(F)(F)F)CC (cyclohexyl{3-ethyl-1-[5-(trifluoromethyl)pyridin-2-yl]-1H-pyrazol-4-yl}methanol), NC1=CC=C(C=C1)C(=O)N(CCC(=O)OCC)C (ethyl 3-{[(4-aminophenyl)carbonyl](methyl)amino}propanoate). Product: C1(CCCCC1)C(C=1C(=NN(C1)C1=NC=C(C=C1)C(F)(F)F)CC)NC1=CC=C(C=C1)C(=O)N(CCC(=O)O)C (3-[({4-[(cyclohexyl{3-ethyl-1-[5-(trifluoromethyl)pyridin-2-yl]-1H-pyrazol-4-yl}methyl)amino]phenyl}carbonyl)(methyl)amino]propanoic acid). Yield: 40.3%. As a reaction SMILES: [CH:1]1([CH:7]([C:9]2[C:10]([CH2:24][CH3:25])=[N:11][N:12]([C:14]3[CH:19]=[CH:18][C:17]([C:20]([F:23])([F:22])[F:21])=[CH:16][N:15]=3)[CH:13]=2)O)[CH2:6][CH2:5][CH2:4][CH2:3][CH2:2]1.[NH2:26][C:27]1[CH:32]=[CH:31][C:30]([C:33]([N:35]([CH3:43])[CH2:36][CH2:37][C:38]([O:40]CC)=[O:39])=[O:34])=[CH:29][CH:28]=1>>[CH:1]1([CH:7]([NH:26][C:27]2[CH:28]=[CH:29][C:30]([C:33]([N:35]([CH3:43])[CH2:36][CH2:37][C:38]([OH:40])=[O:39])=[O:34])=[CH:31][CH:32]=2)[C:9]2[C:10]([CH2:24][CH3:25])=[N:11][N:12]([C:14]3[CH:19]=[CH:18][C:17]([C:20]([F:23])([F:22])[F:21])=[CH:16][N:15]=3)[CH:13]=2)[CH2:6][CH2:5][CH2:4][CH2:3][CH2:2]1. Procedure details: Using cyclohexyl{3-ethyl-1-[5-(trifluoromethyl)pyridin-2-yl]-1H-pyrazol-4-yl}methanol (0.55 g) synthesized in Example 3(3) and ethyl 3-{[(4-aminophenyl)carbonyl](methyl)amino}propanoate (0.39 g) synthesized in Example 2(2) and in the same manner as in Example 1(7), the title object compound (0.35 g, 41%) was obtained as a white solid. Reactants: C#CCN, ClCCl, Cc1c2n(c3ccccc13)CCC(C)(C)C2O, O=S(Cl)Cl. Yields the product C#CCNC1c2c(C)c3ccccc3n2CCC1(C)C. Reaction SMILES: [CH2:22]([C:23]#[CH:24])[NH2:25].[CH2:26]([Cl:27])[Cl:28].[CH3:1][C:2]1([CH3:17])[CH:3]([OH:16])[c:4]2[n:5]([c:6]3[cH:7][cH:8][cH:9][cH:10][c:11]3[c:12]2[CH3:13])[CH2:14][CH2:15]1.[S:18]([Cl:19])([Cl:20])=[O:21]>>[CH3:1][C:2]1([CH3:17])[CH:3]([NH:25][CH2:22][C:23]#[CH:24])[c:4]2[n:5]([c:6]3[cH:7][cH:8][cH:9][cH:10][c:11]3[c:12]2[CH3:13])[CH2:14][CH2:15]1. The reactants are ICC(=O)C1=CC=CC=C1 (2-Iodoacetophenone), CO (methanol), C(CC(O)(C(=O)O)CC(=O)O)(=O)O (citric acid), C(C)O (ethanol), [BH4-].[Na+] (sodium borohydride). Conditions: time 1.5 hour. Product: IC1=C(C=CC=C1)C(C)OC[C@@H]1OC1 ((R)-2-[[1-(2-iodophenyl)ethoxy]methyl]oxirane). Reaction SMILES: [I:1][CH2:2][C:3]([C:5]1[CH:10]=[CH:9]C=CC=1)=O.[BH4-].[Na+].C(O)(=O)C[C:15]([CH2:20][C:21]([OH:23])=O)(C(O)=O)O.[CH2:26]([OH:28])[CH3:27].[CH3:29]O>>[I:1][C:2]1[CH:3]=[CH:5][CH:10]=[CH:9][C:27]=1[CH:26]([O:28][CH2:15][C@H:20]1[CH2:21][O:23]1)[CH3:29] |f:1.2|. Procedure details: 2-Iodoacetophenone (6.30 g) was dissolved in methanol (50 ml), sodium borohydride (726 mg) was added and the mixture was stirred at room temperature for 1.5 hr. 10% Aqueous citric acid was added to the reaction mixture and ethanol was evaporated. Water was added and the mixture was extracted 3 times with ethyl acetate. The organic layer was washed successively with saturated aqueous sodium hydrogencarbonate and brine, and dried over sodium sulfate. The organic layer was concentrated under reduce... Starting materials: CC(N=C=NC(C)C)C (DIC), O(C1=CC=CC=C1)CC1=NC2=C(N1CC1=CC=C(C=C1)OC(F)(F)F)C=CC(=C2)C(=O)O (2-phenoxymethyl-1-(4-trifluoromethoxy-benzyl)-1H-benzoimidazole-5-carboxylic acid), FC(C=1C=C(CCN)C=CC1)(F)F (3-trifluoromethylphenethylamine). Solvent: C1CCOC1 (THF). Conditions: time 16 hour. Product: FC(C=1C=C(C=CC1)CCNC(=O)C1=CC2=C(N(C(=N2)COC2=CC=CC=C2)CC2=CC=C(C=C2)OC(F)(F)F)C=C1)(F)F (2-Phenoxymethyl-1-(4-trifluoromethoxy-benzyl)-1H-benzoimidazole-5-carboxylic acid[2-(3-trifluoromethyl-phenyl)-ethyl]-amide). Reaction SMILES: [O:1]([CH2:8][C:9]1[N:13]([CH2:14][C:15]2[CH:20]=[CH:19][C:18]([O:21][C:22]([F:25])([F:24])[F:23])=[CH:17][CH:16]=2)[C:12]2[CH:26]=[CH:27][C:28]([C:30]([OH:32])=O)=[CH:29][C:11]=2[N:10]=1)[C:2]1[CH:7]=[CH:6][CH:5]=[CH:4][CH:3]=1.CC(C)N=C=NC(C)C.[F:42][C:43]([F:54])([F:53])[C:44]1[CH:45]=[C:46]([CH:50]=[CH:51][CH:52]=1)[CH2:47][CH2:48][NH2:49]>C1COCC1>[F:42][C:43]([F:53])([F:54])[C:44]1[CH:45]=[C:46]([CH2:47][CH2:48][NH:49][C:30]([C:28]2[CH:27]=[CH:26][C:12]3[N:13]([CH2:14][C:15]4[CH:20]=[CH:19][C:18]([O:21][C:22]([F:24])([F:25])[F:23])=[CH:17][CH:16]=4)[C:9]([CH2:8][O:1][C:2]4[CH:3]=[CH:4][CH:5]=[CH:6][CH:7]=4)=[N:10][C:11]=3[CH:29]=2)=[O:32])[CH:50]=[CH:51][CH:52]=1. Reported procedure: 0.16 mmol of 2-phenoxymethyl-1-(4-trifluoromethoxy-benzyl)-1H-benzoimidazole-5-carboxylic acid were dissolved in 1 ml THF with 1 eq. DIC. After 15 min 1.5 eq of 3-trifluoromethylphenethylamine were added and the reaction stirred at room temperature for 16 h. The crude material was purified via reversed phase preparative HPLC MS(ISP): 614.6 (M+H)+. The reactants are [H-].[Al+3].[Li+].[H-].[H-].[H-] (lithium aluminum hydride), C(C)(C)(C)OC(=O)N1CCC(CC1)(C(=O)OCC)SC=1C=C(C=CC1)C (ethyl N-tert-butoxycarbonyl-4-(3-tolylsulfanyl)piperidine-4-carboxylate). Run in C(C)OCC (diethyl ether), C(C)OCC (diethyl ether). Run at temperature 0 celsius, time 1 hour. The product is C(C)(C)(C)OC(=O)N1CCC(CC1)(SC=1C=C(C=CC1)C)CO (N-tert-Butoxycarbonyl-4-hydroxymethyl-4-(3-tolylsulfanyl)piperidine). As a reaction SMILES: [H-].[Al+3].[Li+].[H-].[H-].[H-].[C:7]([O:11][C:12]([N:14]1[CH2:19][CH2:18][C:17]([S:25][C:26]2[CH:27]=[C:28]([CH3:32])[CH:29]=[CH:30][CH:31]=2)([C:20](OCC)=[O:21])[CH2:16][CH2:15]1)=[O:13])([CH3:10])([CH3:9])[CH3:8]>C(OCC)C>[C:7]([O:11][C:12]([N:14]1[CH2:15][CH2:16][C:17]([CH2:20][OH:21])([S:25][C:26]2[CH:27]=[C:28]([CH3:32])[CH:29]=[CH:30][CH:31]=2)[CH2:18][CH2:19]1)=[O:13])([CH3:10])([CH3:9])[CH3:8] |f:0.1.2.3.4.5|. Procedure details: To a slurry of lithium aluminum hydride (0.25 g, 6.6 mmol) in anhydrous diethyl ether (60 mL) at 0° C., a solution of ethyl N-tert-butoxycarbonyl-4-(3-tolylsulfanyl)piperidine-4-carboxylate (2.25 g, 5.9 mmol) in diethyl ether (5 mL) was added dropwise with the temperature of the reacting mixture maintained below 10° C. The resulting mixture was stirred at 0° C. for 1 h., and quenched with successive addition of water (0.25 mL), 15% aqueous NaOH (0.25 mL), and water (10.75 mL). The resultant slur... The reactants are S(=O)(Cl)Cl (thionyl chloride), N[C@H](CCCC)C(=O)O (D-norleucine), CO (methanol). Reaction conditions: time 16 hour. Yields the product Cl.N[C@H](CCCC)C(=O)OC (methyl D-norleucinate hydrochloride). As a reaction SMILES: S(Cl)([Cl:3])=O.[NH2:5][C@@H:6]([C:11]([OH:13])=[O:12])[CH2:7][CH2:8][CH2:9][CH3:10].[CH3:14]O>>[ClH:3].[NH2:5][C@@H:6]([C:11]([O:13][CH3:14])=[O:12])[CH2:7][CH2:8][CH2:9][CH3:10] |f:3.4|. Procedure: To a solution of 13.7 g of thionyl chloride in 100 ml of methanol at -20° C. is added 5 g of D-norleucine (Nle) with stirring. The reaction mixture is allowed to stand for 16 hours at room temperature. The methanol is removed under reduced pressure and the residue is shaken with diethyl ether to give a crystalline product, methyl D-norleucinate hydrochloride which is represented by the folowing formula ##STR53## A solution of 12.4 g of Boc-L-tyrosine in 100 ml of dimethylformamide is cooled to -... The reactants are CC1(N2C([C@@H]([C@H]2CCO1)C(C)(C)OC)=O)C ((6R, 7S)-2,2-dimethyl-7-(1-methoxy-1-methylethyl)-1-aza-3-oxabicyclo[4.2.0]octan-8-one). The solvent is C(C)(=O)O (acetic acid), O (water). Run at temperature 65 celsius. Product: OCC[C@@H]1[C@H](C(N1)=O)C(C)(C)OC ((3S, 4R)-4-(2-hydroxyethyl)-3-(1-methoxy-1-methylethyl)azetidin-2-one). Yield: 95.0%. As a reaction SMILES: CC1(C)[O:9][CH2:8][CH2:7][C@H:6]2[N:3]1[C:4](=[O:15])[C@@H:5]2[C:10]([O:13][CH3:14])([CH3:12])[CH3:11]>C(O)(=O)C.O>[OH:9][CH2:8][CH2:7][C@H:6]1[NH:3][C:4](=[O:15])[C@@H:5]1[C:10]([O:13][CH3:14])([CH3:12])[CH3:11]. Procedure: A solution of (6R, 7S)-2,2-dimethyl-7-(1-methoxy-1-methylethyl)-1-aza-3-oxabicyclo[4.2.0]octan-8-one (142.3 mg) in a mixture of acetic acid (2.28 ml) and water (0.57 ml) was heated at 65° C. for 1.5 hours. The mixture was cooled to ambient temperature and then evaporated in vacuo. Xylene was added to the residue and the resultant suspension was evaporated in vacuo. The residue was dissolved in a mixture of methanol and xylene, and the resultant solution was evaporated in vacuo. This operation wa...